Task: describe an organic reaction: reactants, conditions, products, and yield. Dataset: the Open Reaction Database (ORD), a public repository of structured organic reaction records Reactants: FC(C(F)F)(OC1=C(N)C=CC=C1)F (2-(1,1,2,2-tetrafluoroethoxy)aniline), Cl (hydrochloric acid), N(=O)[O-].[Na+] (sodium nitrite), cuprous chloride, cupric chloride, S(=O)=O (sulfur dioxide). The solvent is C(C)(=O)O (acetic acid), O (water), C(C)(=O)O (acetic acid). Conditions: time 45 minute. The product is FC(C(F)F)(OC1=C(C=CC=C1)S(=O)(=O)Cl)F (2-(1,1,2,2-Tetrafluoroethoxy)benzene-sulfonyl Chloride). As a reaction SMILES: N([O-])=O.[Na+].[F:5][C:6]([F:18])([O:10][C:11]1[CH:17]=[CH:16][CH:15]=[CH:14][C:12]=1N)[CH:7]([F:9])[F:8].[ClH:19].[S:20](=[O:22])=[O:21]>O.C(O)(=O)C>[F:5][C:6]([F:18])([O:10][C:11]1[CH:17]=[CH:16][CH:15]=[CH:14][C:12]=1[S:20]([Cl:19])(=[O:22])=[O:21])[CH:7]([F:9])[F:8] |f:0.1|. Procedure: A solution containing 3.8 g (55 mmol) of sodium nitrite in 6 mL of water was added slowly with cooling and stirring to a mixture of 12.3 g (50 mmol) of 2-(1,1,2,2-tetrafluoroethoxy)aniline, 18 mL of concentrated aqueous hydrochloric acid, and 5 mL of acetic acid that was precooled to -10° C. After 45 min, the resulting mixture was added in portions to a -10° C. solution of 1.3 g (18 mmol) of cuprous chloride and 0.5 g (4 mmol) of cupric chloride in 50 mL of acetic acid saturated with sulfur diox... The reactants are CC(=O)[O-], COc1nc(N)nc2[nH]ncc12, ClI, [Na+], [Na+], [Na+], O, O=S([O-])S(=O)(=O)[O-]. Product: COc1nc(N)nc2[nH]nc(I)c12. Reaction SMILES: [CH3:14][C:15](=[O:16])[O-:17].[CH3:1][O:2][c:3]1[c:4]2[c:5]([n:6][c:7]([NH2:9])[n:8]1)[nH:10][n:11][cH:12]2.[I:18][Cl:19].[Na+:13].[Na+:27].[Na+:28].[OH2:29].[S:20]([S:21]([O-:22])=[O:23])([O-:24])(=[O:25])=[O:26]>>[CH3:1][O:2][c:3]1[c:4]2[c:5]([n:6][c:7]([NH2:9])[n:8]1)[nH:10][n:11][c:12]2[I:18]. Reactants: O=C([O-])[O-], CCBr, CN(C)C=O, O=C(Nc1ccc(Cl)c(Cl)c1)C1CCN(CC2CCCNC2)CC1, [K+], [K+]. The product is CCN1CCCC(CN2CCC(C(=O)Nc3ccc(Cl)c(Cl)c3)CC2)C1. RXN SMILES: [C:25](=[O:26])([O-:27])[O-:28].[CH2:31]([CH3:32])[Br:33].[CH3:34][N:35]([CH3:36])[CH:37]=[O:38].[Cl:1][c:2]1[cH:3][c:4]([NH:9][C:10](=[O:11])[CH:12]2[CH2:13][CH2:14][N:15]([CH2:18][CH:19]3[CH2:20][NH:21][CH2:22][CH2:23][CH2:24]3)[CH2:16][CH2:17]2)[cH:5][cH:6][c:7]1[Cl:8].[K+:29].[K+:30]>>[Cl:1][c:2]1[cH:3][c:4]([NH:9][C:10](=[O:11])[CH:12]2[CH2:13][CH2:14][N:15]([CH2:18][CH:19]3[CH2:20][N:21]([CH2:31][CH3:32])[CH2:22][CH2:23][CH2:24]3)[CH2:16][CH2:17]2)[cH:5][cH:6][c:7]1[Cl:8]. Reaction SMILES: [C:22](=[O:23])([O-:24])[O-:25].[C:3]([c:4]1[cH:5][cH:6][cH:7][cH:8][cH:9]1)(=[O:10])[O:11][CH2:12][C:13](=[O:14])[c:15]1[c:16]([NH2:21])[cH:17][cH:18][cH:19][cH:20]1.[CH3:28][N:29]([CH3:30])[CH:31]=[O:32].[I:1][CH3:2].[K+:26].[K+:27]>>[C:3]([c:4]1[cH:5][cH:6][cH:7][cH:8][cH:9]1)(=[O:10])[O:11][CH2:12][C:13](=[O:14])[c:15]1[c:16]([NH:21][CH3:22])[cH:17][cH:18][cH:19][cH:20]1. Starting materials: O=C([O-])[O-], Nc1ccccc1C(=O)COC(=O)c1ccccc1, CN(C)C=O, CI, [K+], [K+]. Product: CNc1ccccc1C(=O)COC(=O)c1ccccc1. Reactants: ClC1=NC=CC=C1C1=C(C=NC=C1)NC (2-chloro-N-methyl-3,4′-bipyridin-3′-amine), CS(=O)(=O)C=1C=C(C(=O)O)C=C(C1)C(F)(F)F (3-(methylsulfonyl)-5-(trifluoromethyl)benzoic acid). Product: ClC1=NC=CC=C1C1=C(C=NC=C1)N(C(C1=CC(=CC(=C1)C(F)(F)F)S(=O)(=O)C)=O)C (N-(2-Chloro-[3,4]bipyridinyl-3′-yl)-3-methanesulfonyl-N-methyl-5-trifluoromethyl-benzamide). RXN SMILES: [Cl:1][C:2]1[C:7]([C:8]2[CH:13]=[CH:12][N:11]=[CH:10][C:9]=2[NH:14][CH3:15])=[CH:6][CH:5]=[CH:4][N:3]=1.[CH3:16][S:17]([C:20]1[CH:21]=[C:22]([CH:26]=[C:27]([C:29]([F:32])([F:31])[F:30])[CH:28]=1)[C:23]([OH:25])=O)(=[O:19])=[O:18]>>[Cl:1][C:2]1[C:7]([C:8]2[CH:13]=[CH:12][N:11]=[CH:10][C:9]=2[N:14]([CH3:15])[C:23](=[O:25])[C:22]2[CH:26]=[C:27]([C:29]([F:32])([F:31])[F:30])[CH:28]=[C:20]([S:17]([CH3:16])(=[O:18])=[O:19])[CH:21]=2)=[CH:6][CH:5]=[CH:4][N:3]=1. Procedure details: The title compound was prepared in analogy to example 90, from 2-chloro-N-methyl-3,4′-bipyridin-3′-amine and 3-(methylsulfonyl)-5-(trifluoromethyl)benzoic acid (example 114, intermediate a) after a reaction time of 18 hours. The compound was purified by silica gel chromatography on a 20 g column using an MPLC system (CombiFlash Companion, Isco Inc.) eluting with a gradient of n-heptane:EtOAc (100:0 to 0:100). Light brown foam (12%). MS (ESI): m/z=470.055 [M+H]+. The reactants are BrCc1ccccc1, O=C([O-])[O-], CC(C)=O, [K+], [K+], Oc1ccc(-c2cc3ccccc3[nH]2)cc1. Product: c1ccc(COc2ccc(-c3cc4ccccc4[nH]3)cc2)cc1. Reaction SMILES: [Br:23][CH2:24][c:25]1[cH:26][cH:27][cH:28][cH:29][cH:30]1.[C:17](=[O:18])([O-:19])[O-:20].[CH3:31][C:32](=[O:33])[CH3:34].[K+:21].[K+:22].[OH:1][c:2]1[cH:3][cH:4][c:5](-[c:8]2[nH:9][c:10]3[cH:11][cH:12][cH:13][cH:14][c:15]3[cH:16]2)[cH:6][cH:7]1>>[O:1]([c:2]1[cH:3][cH:4][c:5](-[c:8]2[nH:9][c:10]3[cH:11][cH:12][cH:13][cH:14][c:15]3[cH:16]2)[cH:6][cH:7]1)[CH2:24][c:25]1[cH:26][cH:27][cH:28][cH:29][cH:30]1.